Dataset: the Open Reaction Database (ORD), a public repository of structured organic reaction records. Task: describe an organic reaction: reactants, conditions, products, and yield Reactants: N(=[N+]=[N-])C[C@@H]1CN(C(O1)=O)C1=CC(=C(C=C1)SC)F (5-(S)-azidomethyl-3-[4′-methylthio-3′-fluorophenyl]oxazolidine-2-one), ICC (iodoethane), N(=[N+]=[N-])C[C@@H]1CN(C(O1)=O)C1=CC(=C(C=C1)SC(C1=CC=CC=C1)(C1=CC=CC=C1)C1=CC=CC=C1)F (5-(S)-azidomethyl-3-[4′-triphenylmethylthio-3′-fluorophenyl]oxazolidine-2-one). Procedure: This compound was prepared analogously to the synthesis of 5-(S)-azidomethyl-3-[4′-methylthio-3′-fluorophenyl]oxazolidine-2-one from iodoethane (0.117 ml, 1.47 mmol) and 5-(S)-azidomethyl-3-[4′-triphenylmethylthio-3′-fluorophenyl]oxazolidine-2-one (0.500 g, 0.979 mmol). Yield 0.267 g (92%). MS (m/z): [M+H]+=297. Yields the product N(=[N+]=[N-])C[C@@H]1CN(C(O1)=O)C1=CC(=C(C=C1)SCC)F (5-(S)-Azidomethyl-3-[4′-ethylthio-3′-fluorophenyl]oxazolidine-2-one). As a reaction SMILES: N(C[C@H]1OC(=O)N(C2C=CC(SC)=C(F)C=2)C1)=[N+]=[N-].ICC.[N:23]([CH2:26][C@H:27]1[O:31][C:30](=[O:32])[N:29]([C:33]2[CH:38]=[CH:37][C:36]([S:39][C:40](C3C=CC=CC=3)(C3C=CC=CC=3)[C:41]3C=CC=CC=3)=[C:35]([F:59])[CH:34]=2)[CH2:28]1)=[N+:24]=[N-:25]>>[N:23]([CH2:26][C@H:27]1[O:31][C:30](=[O:32])[N:29]([C:33]2[CH:38]=[CH:37][C:36]([S:39][CH2:40][CH3:41])=[C:35]([F:59])[CH:34]=2)[CH2:28]1)=[N+:24]=[N-:25]. The reactants are Cc1cnc(C(=O)O)cn1, CO, Cc1cnc(C(=O)NCCc2ccc(S(N)(=O)=O)cc2)cn1. Product: COC(=O)c1cnc(C)cn1. Reaction SMILES: [CH3:23][c:24]1[n:25][cH:26][c:27]([C:30]([OH:28])=[O:31])[n:29][cH:32]1.[CH3:33][OH:34].[NH2:1][S:2]([c:3]1[cH:4][cH:5][c:6]([CH2:7][CH2:8][NH:9][C:14](=[O:15])[c:16]2[n:17][cH:18][c:19]([CH3:22])[n:20][cH:21]2)[cH:10][cH:11]1)(=[O:12])=[O:13]>>[C:14](=[O:15])([c:16]1[n:17][cH:18][c:19]([CH3:22])[n:20][cH:21]1)[O:31][CH3:30]. Starting materials: O[Li].O (LiOH.H2O), ClC=1C=C(NC=2C3=C(NC(N2)=C=O)NC(=C3)OCC)C=CC1 (4-(3-chloroanilino)-6-ethoxy-carbonyl-7H-pyrrolo[2,3-d]pyrimidine), CO (methanol), Cl (HCl), 1. Run in O (H2O). Reaction conditions: time 4.5 hour. Yields the product C(=O)(O)C1=CC2=C(N=CN=C2NC2=CC(=CC=C2)Cl)N1 (6-carboxy-4-(3-chloroanilino)-7H-pyrrolo[2,3-d]pyrimidine). RXN SMILES: O[Li].[OH2:3].[Cl:4][C:5]1[CH:6]=[C:7]([CH:23]=[CH:24][CH:25]=1)[NH:8][C:9]1[C:10]2[CH:19]=[C:18](OCC)[NH:17][C:11]=2[NH:12][C:13](=C=O)[N:14]=1.Cl.[CH3:27][OH:28]>O>[C:27]([C:18]1[NH:17][C:11]2[N:12]=[CH:13][N:14]=[C:9]([NH:8][C:7]3[CH:23]=[CH:24][CH:25]=[C:5]([Cl:4])[CH:6]=3)[C:10]=2[CH:19]=1)([OH:28])=[O:3] |f:0.1|. Procedure: A solution of 25 mg (0.6 mmol) of LiOH.H2O in 0.4 ml of H2O is added dropwise to a suspension of 95 mg (0.30 mmol) of 4-(3-chloroanilino)-6-ethoxy-carbonyl-7H-pyrrolo[2,3-d]pyrimidine (see stage1.4) in 0.7 ml of methanol and the mixture is heated to boiling for 4.5 h. It is cooled in an ice bath and acidified with 0.6 ml of 1 normal HCl solution. Filtering off and washing with water yields 6-carboxy-4-(3-chloroanilino)-7H-pyrrolo[2,3-d]pyrimidine; HPLC: tRet(Grad20)=8.7; FAB-MS: (M+H)+=289. Starting materials: CO, N#Cc1c(C(F)(F)F)ccc(F)c1F, NO, [Na+], O, O=C([O-])O, Oc1cccc2cccnc12. The product is NC(=NO)c1c(C(F)(F)F)ccc(F)c1F. Reaction SMILES: [CH3:33][OH:34].[F:19][c:20]1[c:21]([C:22]#[N:23])[c:24]([C:29]([F:30])([F:31])[F:32])[cH:25][cH:26][c:27]1[F:28].[NH2:1][OH:2].[Na+:3].[OH2:35].[OH:4][C:5](=[O:6])[O-:7].[OH:8][c:9]1[cH:10][cH:11][cH:12][c:13]2[c:14]1[n:15][cH:16][cH:17][cH:18]2>>[N:1]([OH:2])=[C:22]([c:21]1[c:20]([F:19])[c:27]([F:28])[cH:26][cH:25][c:24]1[C:29]([F:30])([F:31])[F:32])[NH2:23]. Starting materials: CSC(N)=S.[Na] (sodium monomethyldithiocarbamate), CSC(N)=S.[Na] (sodium monomethyldithiocarbamate), aqueous solution, C(C)(=O)OC[C@@H]1[C@@H](C(N1S(=O)(=O)[O-])=O)NC(C(=NOC)C=1N=C(SC1)NC(CCl)=O)=O.[Na+] (sodium cis-4-acetoxymethyl-3-[2-(2-chloroacetamido-4-thiazolyl)-2-methoxyiminoacetamido]-2-oxoazetidine-1-sulfonate). Conditions: time 30 minute. The product is C(C)(=O)OC[C@@H]1[C@@H](C(N1S(=O)(=O)[O-])=O)NC(C(=NOC)C=1N=C(SC1)N)=O.[Na+] (sodium cis-4-acetoxymethyl-3-[2-(2-amino-4-thiazolyl)-2-methoxyiminoacetamido]-2-oxoazetidine-1-sulfonate). RXN SMILES: CSC(=S)N.[Na].[C:7]([O:10][CH2:11][C@H:12]1[N:15]([S:16]([O-:19])(=[O:18])=[O:17])[C:14](=[O:20])[C@H:13]1[NH:21][C:22](=[O:37])[C:23]([C:27]1[N:28]=[C:29]([NH:32]C(=O)CCl)[S:30][CH:31]=1)=[N:24][O:25][CH3:26])(=[O:9])[CH3:8].[Na+:38]>>[C:7]([O:10][CH2:11][C@H:12]1[N:15]([S:16]([O-:19])(=[O:18])=[O:17])[C:14](=[O:20])[C@H:13]1[NH:21][C:22](=[O:37])[C:23]([C:27]1[N:28]=[C:29]([NH2:32])[S:30][CH:31]=1)=[N:24][O:25][CH3:26])(=[O:9])[CH3:8].[Na+:38] |f:0.1,2.3,4.5,^1:5|. Procedure details: Under ice-cooling and stirring, 41 mg of sodium monomethyldithiocarbamate is added to 4 ml of an aqueous solution containing 150 mg of sodium cis-4-acetoxymethyl-3-[2-(2-chloroacetamido-4-thiazolyl)-2-methoxyiminoacetamido]-2-oxoazetidine-1-sulfonate (syn-isomer). The mixture is stirred at room temperature for 30 minutes, and another 10 mg of sodium monomethyldithiocarbamate is added. The stirring is continued for an additional 30 minutes, and the reaction mixture is filtered. The filtrate is th... Starting materials: BrC1=CC=CC(=N1)C=O (6-bromopyridine-2-carboxaldehyde), O (water), [Cl-].COC[P+](C1=CC=CC=C1)(C1=CC=CC=C1)C1=CC=CC=C1 ((methoxymethyl)triphenylphosphonium chloride), [Li+].CC(C)[N-]C(C)C (LDA). The solvent is C1CCOC1 (THF), C1CCOC1 (THF). Conditions: temperature -10 celsius, time 1 hour. Product: BrC1=NC(=CC=C1)\C=C\OC (2-Bromo-6-[(E)-2-methoxyvinyl]pyridine). Yield: 21.9%. Reaction SMILES: [Cl-].[CH3:2][O:3][CH2:4][P+](C1C=CC=CC=1)(C1C=CC=CC=1)C1C=CC=CC=1.[Li+].CC([N-]C(C)C)C.[Br:32][C:33]1[N:38]=[C:37]([CH:39]=O)[CH:36]=[CH:35][CH:34]=1.O>C1COCC1>[Br:32][C:33]1[CH:34]=[CH:35][CH:36]=[C:37](/[CH:39]=[CH:2]/[O:3][CH3:4])[N:38]=1 |f:0.1,2.3|. Procedure details: To a suspension of (methoxymethyl)triphenylphosphonium chloride (7.37 g, 21.5 mmol) in THF (100 mL) at −10° C. was added LDA (1.8M in THF/hexane/ethylbenzene, 11.94 mL, 21.5 mmol). The resulting red suspension was stirred at −10° C. for 1 h. To this was added a solution of 6-bromopyridine-2-carboxaldehyde (2.0 g, 10.8 mmol) in THF (60 mL). The resulting colourless suspension was slowly warmed to r.t. over 2.5 h. The reaction mixture was poured into water and extracted with Et2O (3×75 mL). The co... Reactants: Cl.COC=1C=CC=C2C(=NC(=NC12)NC1=C(C=C(C=C1)F)C)N1C(C2=CC=CC=C2CC1)C (8-Methoxy-2-(4-Fluoro-2-Methyl-Phenylamino)-4-(1-Methyl-1,2,3,4-Tetrahydroisoquinoline-2-Yl)Quinazoline Hydrochloride), BrB(Br)Br (tribromoboran), ice water. Solvent: ClCCl (dichloromethane). Conditions: time 14 hour. The product is OC=1C=CC=C2C(=NC(=NC12)NC1=C(C=C(C=C1)F)C)N1C(C2=CC=CC=C2CC1)C (8-Hydroxy-2-(4-Fluoro-2-Methyl-Phenylamino)-4-(1-Methyl-1,2,3,4-Tetrahydroisoquinoline-2-Yl)Quinazoline). Yield: 65.7%. As a reaction SMILES: Cl.C[O:3][C:4]1[CH:5]=[CH:6][CH:7]=[C:8]2[C:13]=1[N:12]=[C:11]([NH:14][C:15]1[CH:20]=[CH:19][C:18]([F:21])=[CH:17][C:16]=1[CH3:22])[N:10]=[C:9]2[N:23]1[CH2:32][CH2:31][C:30]2[C:25](=[CH:26][CH:27]=[CH:28][CH:29]=2)[CH:24]1[CH3:33].BrB(Br)Br>ClCCl>[OH:3][C:4]1[CH:5]=[CH:6][CH:7]=[C:8]2[C:13]=1[N:12]=[C:11]([NH:14][C:15]1[CH:20]=[CH:19][C:18]([F:21])=[CH:17][C:16]=1[CH3:22])[N:10]=[C:9]2[N:23]1[CH2:32][CH2:31][C:30]2[C:25](=[CH:26][CH:27]=[CH:28][CH:29]=2)[CH:24]1[CH3:33] |f:0.1|. Reported procedure: To a mixture of 4.1 g of the compound(9.6 mM) prepared in Example 34 and 50 ml of dichloromethane, 48 ml of tribromoboran was added at 0° C. The resultant was stirred at room temperature for 14 hours and then poured into ice water. The solids produced were filtered, dissolved in dichloromethane, and neutralized by adding aqueous NaOH solution. The dichloromethane layer was separated, dried over anhydrous sodium sulfate and concentrated to give 2.4 g of the title compound. Starting materials: ON1N=NC2=C1C=CC=C2 (1-hydroxybenzotriazole), N1([C@H](C(=O)N[C@H](CC2=CNC3=CC=CC=C23)C(=O)N([C@@H](CC2=CC=CC=C2)C(=O)O)C)CCC1)C(=O)OC(C)(C)C (BocPro-DTrp-MePheOH), N[C@H](CC1=CNC2=CC=CC=C12)C(=O)N[C@@H](CC(C)C)C(=O)N[C@@H](CCSC)C(=O)N.CC(=O)O (HDTrp-Leu-MetNH2 acetate), C1(CCCCC1)N=C=NC1CCCCC1 (dicyclohexylcarbodiimide). Yields the product N1([C@H](C(=O)N[C@H](CC2=CNC3=CC=CC=C23)C(=O)N([C@@H](CC2=CC=CC=C2)C(=O)N[C@H](CC2=CNC3=CC=CC=C23)C(=O)N[C@@H](CC(C)C)C(=O)N[C@@H](CCSC)C(=O)N)C)CCC1)C(=O)OC(C)(C)C (BocPro-DTrp-MePhe-DTrp-Leu-MetNH2). Isolated yield 31.0%. As a reaction SMILES: [N:1]1([C:35]([O:37][C:38]([CH3:41])([CH3:40])[CH3:39])=[O:36])[CH2:34][CH2:33][CH2:32][C@H:2]1[C:3]([NH:5][C@@H:6]([C:17]([N:19]([CH3:31])[C@H:20]([C:28](O)=[O:29])[CH2:21][C:22]1[CH:27]=[CH:26][CH:25]=[CH:24][CH:23]=1)=[O:18])[CH2:7][C:8]1[C:16]2[C:11](=[CH:12][CH:13]=[CH:14][CH:15]=2)[NH:10][CH:9]=1)=[O:4].[NH2:42][C@@H:43]([C:54]([NH:56][C@H:57]([C:62]([NH:64][C@H:65]([C:70]([NH2:72])=[O:71])[CH2:66][CH2:67][S:68][CH3:69])=[O:63])[CH2:58][CH:59]([CH3:61])[CH3:60])=[O:55])[CH2:44][C:45]1[C:53]2[C:48](=[CH:49][CH:50]=[CH:51][CH:52]=2)[NH:47][CH:46]=1.CC(O)=O.C1(N=C=NC2CCCCC2)CCCCC1.ON1C2C=CC=CC=2N=N1>>[N:1]1([C:35]([O:37][C:38]([CH3:41])([CH3:40])[CH3:39])=[O:36])[CH2:34][CH2:33][CH2:32][C@H:2]1[C:3]([NH:5][C@@H:6]([C:17]([N:19]([CH3:31])[C@H:20]([C:28]([NH:42][C@@H:43]([C:54]([NH:56][C@H:57]([C:62]([NH:64][C@H:65]([C:70]([NH2:72])=[O:71])[CH2:66][CH2:67][S:68][CH3:69])=[O:63])[CH2:58][CH:59]([CH3:61])[CH3:60])=[O:55])[CH2:44][C:45]1[C:53]2[C:48](=[CH:49][CH:50]=[CH:51][CH:52]=2)[NH:47][CH:46]=1)=[O:29])[CH2:21][C:22]1[CH:27]=[CH:26][CH:25]=[CH:24][CH:23]=1)=[O:18])[CH2:7][C:8]1[C:16]2[C:11](=[CH:12][CH:13]=[CH:14][CH:15]=2)[NH:10][CH:9]=1)=[O:4] |f:1.2|. Procedure details: Condensation of BocPro-DTrp-MePheOH (0.800 g.) and HDTrp-Leu-MetNH2 acetate salt (part B of Example 17, 0.721 g.) using dicyclohexylcarbodiimide and 1-hydroxybenzotriazole gave BocPro-DTrp-MePhe-DTrp-Leu-MetNH2 in 31% yield. De-t-butoxycarbonylation of BocPro-DTrp-MePhe-DTrp-Leu-MetNH2 (0.400 g.) using trifluoroacetic acid in dimethyl sulfide and ethanedithiol gave HPro-DTrp-MePhe-DTrp-Leu-MetNH2, which was isolated as the amorphous white solid phosphate (1:2) salt dihydrate in 23% yield. The reactants are CO, ClC(Cl)Cl, Cl, CC(C)(C)OC(=O)NC1CCN(CCn2c(=O)ccc3ccc(F)cc32)CC1. Product: NC1CCN(CCn2c(=O)ccc3ccc(F)cc32)CC1. RXN SMILES: [CH3:34][OH:35].[CH:29]([Cl:30])([Cl:31])[Cl:32].[ClH:33].[F:1][c:2]1[cH:3][cH:4][c:5]2[cH:6][cH:7][c:8](=[O:28])[n:9]([CH2:12][CH2:13][N:14]3[CH2:15][CH2:16][CH:17]([NH:20][C:21](=[O:22])[O:23][C:24]([CH3:25])([CH3:26])[CH3:27])[CH2:18][CH2:19]3)[c:10]2[cH:11]1>>[F:1][c:2]1[cH:3][cH:4][c:5]2[cH:6][cH:7][c:8](=[O:28])[n:9]([CH2:12][CH2:13][N:14]3[CH2:15][CH2:16][CH:17]([NH2:20])[CH2:18][CH2:19]3)[c:10]2[cH:11]1. Starting materials: C(C)(C)N1[C@@H]2CN([C@H](C1)C2)C2=CC=C(C=C2)N (4-((1S,4S)-5-Isopropyl-2,5-diaza-bicyclo[2.2.1]hept-2-yl)-phenylamine), C(C)(C)(C)OC(=O)N1C2CNCC1CC2 (8-(tert-butoxycarbonyl)-3,8-diazabicyclo[3.2.1]octane). The product is C(C)(C)N1C2CN(CC1CC2)C2=CC=C(N)C=C2 (4-(8-isopropyl-3,8-diazabicyclo[3.2.1]octan-3-yl)aniline). As a reaction SMILES: [CH:1]([N:4]1[CH2:9][C@@H:8]2[CH2:10][C@H:5]1[CH2:6][N:7]2[C:11]1[CH:16]=[CH:15][C:14]([NH2:17])=[CH:13][CH:12]=1)([CH3:3])[CH3:2].[C:18](OC(N1C2CCC1CNC2)=O)(C)(C)C>>[CH:1]([N:4]1[CH:5]2[CH2:10][CH2:18][CH:9]1[CH2:8][N:7]([C:11]1[CH:12]=[CH:13][C:14]([NH2:17])=[CH:15][CH:16]=1)[CH2:6]2)([CH3:2])[CH3:3]. Reported procedure: This compound is prepared according to the same procedure as described for Intermediate 7 using 8-(tert-butoxycarbonyl)-3,8-diazabicyclo[3.2.1]octane (J. Med.Chem., 1998, 41, 674-681).